This data is from the Open Reaction Database (ORD), a public repository of structured organic reaction records. The task is: describe an organic reaction: reactants, conditions, products, and yield Starting materials: CN1CCC(N2C(=O)c3cccc4c([N+](=O)[O-])ccc(c34)C2=O)CC1, CO, O. Product: CN1CCC(N2C(=O)c3cccc4c(N)ccc(c34)C2=O)CC1. As a reaction SMILES: [CH3:1][N:2]1[CH2:3][CH2:4][CH:5]([N:8]2[C:9](=[O:25])[c:10]3[cH:11][cH:12][cH:13][c:14]4[c:15]3[c:16]([cH:19][cH:20][c:21]4[N+:22]([O-:23])=[O:24])[C:17]2=[O:18])[CH2:6][CH2:7]1.[CH3:26][OH:27].[OH2:28]>>[CH3:1][N:2]1[CH2:3][CH2:4][CH:5]([N:8]2[C:9](=[O:25])[c:10]3[cH:11][cH:12][cH:13][c:14]4[c:15]3[c:16]([cH:19][cH:20][c:21]4[NH2:22])[C:17]2=[O:18])[CH2:6][CH2:7]1. Reactants: CC(C)(C)OC(=O)N1CCN(S(=O)(=O)c2cc(C(F)(F)F)ccc2Br)CC1, O=C([O-])[O-], C1COCCO1, CB1OB(C)OB(C)O1, [K+], [K+], c1ccc(P(c2ccccc2)(c2ccccc2)[Pd](P(c2ccccc2)(c2ccccc2)c2ccccc2)(P(c2ccccc2)(c2ccccc2)c2ccccc2)P(c2ccccc2)(c2ccccc2)c2ccccc2)cc1. Yields the product Cc1ccc(C(F)(F)F)cc1S(=O)(=O)N1CCN(C(=O)OC(C)(C)C)CC1. RXN SMILES: [Br:1][c:2]1[c:3]([S:12](=[O:13])(=[O:14])[N:15]2[CH2:16][CH2:17][N:18]([C:21](=[O:22])[O:23][C:24]([CH3:25])([CH3:26])[CH3:27])[CH2:19][CH2:20]2)[cH:4][c:5]([C:8]([F:9])([F:10])[F:11])[cH:6][cH:7]1.[C:28](=[O:29])([O-:30])[O-:31].[CH2:43]1[O:44][CH2:45][CH2:46][O:47][CH2:48]1.[CH3:34][B:35]1[O:36][B:37]([CH3:38])[O:39][B:40]([CH3:41])[O:42]1.[K+:32].[K+:33].[cH:49]1[cH:50][cH:51][c:52]([P:53]([Pd:54]([P:55]([c:56]2[cH:57][cH:58][cH:59][cH:60][cH:61]2)([c:62]2[cH:63][cH:64][cH:65][cH:66][cH:67]2)[c:68]2[cH:69][cH:70][cH:71][cH:72][cH:73]2)([P:74]([c:75]2[cH:76][cH:77][cH:78][cH:79][cH:80]2)([c:81]2[cH:82][cH:83][cH:84][cH:85][cH:86]2)[c:87]2[cH:88][cH:89][cH:90][cH:91][cH:92]2)[P:93]([c:94]2[cH:95][cH:96][cH:97][cH:98][cH:99]2)([c:100]2[cH:101][cH:102][cH:103][cH:104][cH:105]2)[c:106]2[cH:107][cH:108][cH:109][cH:110][cH:111]2)([c:112]2[cH:113][cH:114][cH:115][cH:116][cH:117]2)[c:118]2[cH:119][cH:120][cH:121][cH:122][cH:123]2)[cH:124][cH:125]1>>[c:2]1([CH3:28])[c:3]([S:12](=[O:13])(=[O:14])[N:15]2[CH2:16][CH2:17][N:18]([C:21](=[O:22])[O:23][C:24]([CH3:25])([CH3:26])[CH3:27])[CH2:19][CH2:20]2)[cH:4][c:5]([C:8]([F:9])([F:10])[F:11])[cH:6][cH:7]1.